Dataset: the Open Reaction Database (ORD), a public repository of structured organic reaction records. Task: describe an organic reaction: reactants, conditions, products, and yield Reactants: NC=1C=C(C=CC1)CC(C)N (1-(3'-amino-phenyl)-2-amino-propane), C(=O)OCC (ethyl formate). Reaction conditions: time 10 hour. Yields the product NC=1C=C(C=CC1)CC(C)NC=O (1-(3'-aminophenyl)-2-(formyl-amino)-propane). RXN SMILES: [NH2:1][C:2]1[CH:3]=[C:4]([CH2:8][CH:9]([NH2:11])[CH3:10])[CH:5]=[CH:6][CH:7]=1.[CH:12](OCC)=[O:13]>>[NH2:1][C:2]1[CH:3]=[C:4]([CH2:8][CH:9]([NH:11][CH:12]=[O:13])[CH3:10])[CH:5]=[CH:6][CH:7]=1. Procedure details: A mixture of 1-(3'-amino-phenyl)-2-amino-propane and 12.5 ml of ethyl formate was boiled for 10 hours, and then the reaction mixture was evaporated, leaving 1-(3'-aminophenyl)-2-(formyl-amino)-propane. 4.45 gm of this amide were dissolved in 25 ml of pyridine, 2.6 ml of chlorothioformic acid-S-ethyl ester were added to the solution at 10°-20° C., and the mixture was allowed to stand for a few hours. Thereafter, the reaction solution was poured into ice water, and the aqueous mixture was extracte... Reported procedure: 4-[4-(2-Aminoethyl)anilino]-N-(2-fluorobenzyl)-1-piperidinecarboxamide (0.50 g, 1.2 mmol) was reacted with tert-butyl-(4-oxiranylmethoxy-phenoxy)-diphenyl-silane (0.436 g, 1.08 mmol) according to Procedure G (eluant: 20:1 chloroform-methanol) to give the title compound (0.21 g, 0.27 mmol). Starting materials: NCCC1=CC=C(NC2CCN(CC2)C(=O)NCC2=C(C=CC=C2)F)C=C1 (4-[4-(2-Aminoethyl)anilino]-N-(2-fluorobenzyl)-1-piperidinecarboxamide), C(C)(C)(C)[Si](C1=CC=CC=C1)(C1=CC=CC=C1)OC1=CC=C(C=C1)OCC1OC1 (tert-butyl-(4-oxiranylmethoxy-phenoxy)-diphenyl-silane). Yields the product FC1=C(CNC(=O)N2CCC(CC2)NC2=CC=C(C=C2)CCNC[C@@H](COC2=CC=C(C=C2)O)O)C=CC=C1 (4-(4-(2-[(2S)-2-Hydroxy-3-(4-hydroxy-phenoxy)-propylamino]-ethyl)-phenylamino)-piperidine-1-carboxylic acid 2-fluoro-benzylamide). Yield: 25.0%. As a reaction SMILES: [NH2:1][CH2:2][CH2:3][C:4]1[CH:27]=[CH:26][C:7]([NH:8][CH:9]2[CH2:14][CH2:13][N:12]([C:15]([NH:17][CH2:18][C:19]3[CH:24]=[CH:23][CH:22]=[CH:21][C:20]=3[F:25])=[O:16])[CH2:11][CH2:10]2)=[CH:6][CH:5]=1.C([Si]([O:45][C:46]1[CH:51]=[CH:50][C:49]([O:52][CH2:53][CH:54]2[CH2:56][O:55]2)=[CH:48][CH:47]=1)(C1C=CC=CC=1)C1C=CC=CC=1)(C)(C)C>C(Cl)(Cl)Cl.CO>[F:25][C:20]1[CH:21]=[CH:22][CH:23]=[CH:24][C:19]=1[CH2:18][NH:17][C:15]([N:12]1[CH2:11][CH2:10][CH:9]([NH:8][C:7]2[CH:6]=[CH:5][C:4]([CH2:3][CH2:2][NH:1][CH2:56][C@H:54]([OH:55])[CH2:53][O:52][C:49]3[CH:50]=[CH:51][C:46]([OH:45])=[CH:47][CH:48]=3)=[CH:27][CH:26]=2)[CH2:14][CH2:13]1)=[O:16] |f:2.3|. Solvent: C(Cl)(Cl)Cl.CO (chloroform methanol). Reactants: ClCCl, COc1ccc(C2=NOC(CCCC=O)C2)cc1OC, c1ccc(C(c2ccccc2)N2CCNCC2)cc1. Yields the product COc1ccc(C2=NOC(CCCCN3CCN(C(c4ccccc4)c4ccccc4)CC3)C2)cc1OC. RXN SMILES: [CH2:40]([Cl:41])[Cl:42].[CH3:1][O:2][c:3]1[cH:4][c:5]([C:11]2=[N:12][O:13][CH:14]([CH2:16][CH2:17][CH2:18][CH:19]=[O:20])[CH2:15]2)[cH:6][cH:7][c:8]1[O:9][CH3:10].[c:21]1([CH:27]([N:28]2[CH2:29][CH2:30][NH:31][CH2:32][CH2:33]2)[c:34]2[cH:35][cH:36][cH:37][cH:38][cH:39]2)[cH:22][cH:23][cH:24][cH:25][cH:26]1>>[CH3:1][O:2][c:3]1[cH:4][c:5]([C:11]2=[N:12][O:13][CH:14]([CH2:16][CH2:17][CH2:18][CH2:19][N:31]3[CH2:30][CH2:29][N:28]([CH:27]([c:21]4[cH:22][cH:23][cH:24][cH:25][cH:26]4)[c:34]4[cH:35][cH:36][cH:37][cH:38][cH:39]4)[CH2:33][CH2:32]3)[CH2:15]2)[cH:6][cH:7][c:8]1[O:9][CH3:10]. Starting materials: C1CCOC1, CC(C)(C)[O-], CC(=O)O, [K+], Nc1nc(Nc2ccc(S(N)(=O)=O)cc2)nn1C(=O)c1c(F)cccc1F, O=C1CCC(=O)O1. The product is Nc1nc(Nc2ccc(S(=O)(=O)NC(=O)CCC(=O)O)cc2)nn1C(=O)c1c(F)cccc1F. RXN SMILES: [CH2:28]1[O:29][CH2:30][CH2:31][CH2:32]1.[CH3:33][C:34]([CH3:35])([O-:36])[CH3:37].[CH3:46][C:47](=[O:48])[OH:49].[K+:38].[NH2:1][c:2]1[n:3][c:4]([NH:17][c:18]2[cH:19][cH:20][c:21]([S:24](=[O:25])(=[O:26])[NH2:27])[cH:22][cH:23]2)[n:5][n:6]1[C:7]([c:8]1[c:9]([F:15])[cH:10][cH:11][cH:12][c:13]1[F:14])=[O:16].[O:39]=[C:40]1[CH2:41][CH2:42][C:43](=[O:44])[O:45]1>>[NH2:1][c:2]1[n:3][c:4]([NH:17][c:18]2[cH:19][cH:20][c:21]([S:24](=[O:25])(=[O:26])[NH:27][C:43]([CH2:42][CH2:41][C:40](=[O:39])[OH:45])=[O:44])[cH:22][cH:23]2)[n:5][n:6]1[C:7]([c:8]1[c:9]([F:15])[cH:10][cH:11][cH:12][c:13]1[F:14])=[O:16]. Reactants: O=C(n1ccnc1)n1ccnc1, ClCCl, O=C(O)Cc1ccccc1Cl, O, Nc1ccccc1O. Yields the product O=C(Cc1ccccc1Cl)Nc1ccccc1O. As a reaction SMILES: [C:1]([n:2]1[cH:3][cH:4][n:5][cH:6]1)([n:7]1[cH:8][cH:9][n:10][cH:11]1)=[O:12].[Cl:13][CH2:14][Cl:15].[Cl:16][c:17]1[c:18]([CH2:23][C:24](=[O:25])[OH:26])[cH:19][cH:20][cH:21][cH:22]1.[OH2:35].[OH:27][c:28]1[c:29]([NH2:30])[cH:31][cH:32][cH:33][cH:34]1>>[Cl:16][c:17]1[c:18]([CH2:23][C:24](=[O:26])[NH:30][c:29]2[c:28]([OH:27])[cH:34][cH:33][cH:32][cH:31]2)[cH:19][cH:20][cH:21][cH:22]1. The reactants are CI, COc1ccc(N)c([N+](=O)[O-])c1, [H-], [Na+], [Na+], O=C([O-])O, CN(C)C=O. Product: CNc1ccc(OC)cc1[N+](=O)[O-]. RXN SMILES: [CH3:15][I:16].[CH3:1][O:2][c:3]1[cH:4][cH:5][c:6]([NH2:7])[c:8]([N+:10]([O-:11])=[O:12])[cH:9]1.[H-:14].[Na+:13].[Na+:21].[O-:17][C:18]([OH:19])=[O:20].[O:22]=[CH:23][N:24]([CH3:25])[CH3:26]>>[CH3:1][O:2][c:3]1[cH:4][cH:5][c:6]([NH:7][CH3:18])[c:8]([N+:10]([O-:11])=[O:12])[cH:9]1. Yields the product CCC(=O)CCCCCC(NC(=O)Cc1c(C)n(C(=O)OC(C)(C)C)c2ccc(OC)cc12)c1nc(Br)cn1COCC[Si](C)(C)C. The reactants are COc1ccc2c(c1)c(CC(=O)O)c(C)n2C(=O)OC(C)(C)C, ClCCCl, CCN(C(C)C)C(C)C, Cl, CCC(=O)CCCCCC(N)c1nc(Br)cn1COCC[Si](C)(C)C, CN(C)C=O, On1nnc2ccccc21. As a reaction SMILES: [C:1]([CH3:2])([CH3:3])([CH3:4])[O:5][C:6](=[O:7])[n:8]1[c:9]([CH3:23])[c:10]([CH2:19][C:20](=[O:21])[OH:22])[c:11]2[cH:12][c:13]([O:17][CH3:18])[cH:14][cH:15][c:16]12.[CH2:24]([Cl:25])[CH2:26][Cl:27].[CH:39]([N:40]([CH2:41][CH3:42])[CH:43]([CH3:44])[CH3:45])([CH3:46])[CH3:47].[ClH:28].[NH2:48][CH:49]([CH2:50][CH2:51][CH2:52][CH2:53][CH2:54][C:55]([CH2:56][CH3:57])=[O:58])[c:59]1[n:60]([CH2:65][O:66][CH2:67][CH2:68][Si:69]([CH3:70])([CH3:71])[CH3:72])[cH:61][c:62]([Br:64])[n:63]1.[O:73]=[CH:74][N:75]([CH3:76])[CH3:77].[OH:29][n:30]1[c:31]2[c:32]([cH:33][cH:34][cH:35][cH:36]2)[n:37][n:38]1>>[C:1]([CH3:2])([CH3:3])([CH3:4])[O:5][C:6](=[O:7])[n:8]1[c:9]([CH3:23])[c:10]([CH2:19][C:20](=[O:21])[NH:48][CH:49]([CH2:50][CH2:51][CH2:52][CH2:53][CH2:54][C:55]([CH2:56][CH3:57])=[O:58])[c:59]2[n:60]([CH2:65][O:66][CH2:67][CH2:68][Si:69]([CH3:70])([CH3:71])[CH3:72])[cH:61][c:62]([Br:64])[n:63]2)[c:11]2[cH:12][c:13]([O:17][CH3:18])[cH:14][cH:15][c:16]12.